This data is from the Open Reaction Database (ORD), a public repository of structured organic reaction records. The task is: describe an organic reaction: reactants, conditions, products, and yield Starting materials: C1(CC1)N1C=C(C(C2=C(C(=C(C(=C12)F)F)F)F)=O)C(=O)O (1-cyclopropyl-5,6,7,8-tetrafluoro-1,4-dihydro-4-oxoquinoline-3-carboxylic acid), C[C@@H]1N[C@@H](CNC1)C (cis-2,6-dimethylpiperazine). Solvent: CN(C=O)C (dimethylformamide). Conditions: time 24 hour. The product is C1(CC1)N1C=C(C(C2=C(C(=C(C(=C12)F)N1C[C@H](N[C@H](C1)C)C)F)F)=O)C(=O)O (1-cyclopropyl-5,6,8-trifluoro-7-(cis-3,5-dimethyl-1-piperazinyl)-1,4-dihydro-4-oxoquinoline-3-carboxylic acid). Reaction SMILES: [CH:1]1([N:4]2[C:13]3[C:8](=[C:9]([F:17])[C:10]([F:16])=[C:11](F)[C:12]=3[F:14])[C:7](=[O:18])[C:6]([C:19]([OH:21])=[O:20])=[CH:5]2)[CH2:3][CH2:2]1.[CH3:22][C@H:23]1[CH2:28][NH:27][CH2:26][C@@H:25]([CH3:29])[NH:24]1>CN(C)C=O>[CH:1]1([N:4]2[C:13]3[C:8](=[C:9]([F:17])[C:10]([F:16])=[C:11]([N:27]4[CH2:26][C@H:25]([CH3:29])[NH:24][C@H:23]([CH3:22])[CH2:28]4)[C:12]=3[F:14])[C:7](=[O:18])[C:6]([C:19]([OH:21])=[O:20])=[CH:5]2)[CH2:2][CH2:3]1. Procedure details: In the same manner as described in Example 1, a mixture of 1-cyclopropyl-5,6,7,8-tetrafluoro-1,4-dihydro-4-oxoquinoline-3-carboxylic acid, cis-2,6-dimethylpiperazine, and dimethylformamide was stirred at room temperature for 24 hours to give 1-cyclopropyl-5,6,8-trifluoro-7-(cis-3,5-dimethyl-1-piperazinyl)-1,4-dihydro-4-oxoquinoline-3-carboxylic acid, which was recrystallized from chloroform-ethanol, m.p. 259°-260° C. RXN SMILES: [Br:1][c:2]1[c:3]([O:18][CH2:19][c:20]2[c:21](-[c:26]3[cH:27][cH:28][cH:29][cH:30][cH:31]3)[n:22][o:23][c:24]2[CH3:25])[n:4][c:5]([CH3:17])[c:6]([C:7](=[O:8])[NH:9][CH:10]2[CH2:11][CH2:12][O:13][CH2:14][CH2:15]2)[cH:16]1.[CH2:38]1[O:39][CH2:40][CH2:41][CH2:42]1.[CH3:36][OH:37].[CH:32]([O-:33])=[O:34].[NH4+:35]>>[cH:2]1[c:3]([O:18][CH2:19][c:20]2[c:21](-[c:26]3[cH:27][cH:28][cH:29][cH:30][cH:31]3)[n:22][o:23][c:24]2[CH3:25])[n:4][c:5]([CH3:17])[c:6]([C:7](=[O:8])[NH:9][CH:10]2[CH2:11][CH2:12][O:13][CH2:14][CH2:15]2)[cH:16]1. Starting materials: Cc1nc(OCc2c(-c3ccccc3)noc2C)c(Br)cc1C(=O)NC1CCOCC1, C1CCOC1, CO, O=C[O-], [NH4+]. The product is Cc1nc(OCc2c(-c3ccccc3)noc2C)ccc1C(=O)NC1CCOCC1. Reactants: C(C(=O)Cl)(=O)Cl (oxalyl dichloride), 12i, C(C)(C)(C)OC(CC1=CC(=C(OC2=CC=C(C(=O)O)C=C2)C=C1)CNS(=O)(=O)C)=O (4-(4-(2-tert-butoxy-2-oxoethyl)-2-(methylsulfonamido-methyl)phenoxy)benzoic acid), ClC=1C=C(C=CC1Cl)N (3,4-dichlorobenzenamine). Product: ClC=1C=C(C=CC1Cl)NC(=O)C1=CC=C(OC2=C(C=C(C=C2)CC(=O)OC(C)(C)C)CNS(=O)(=O)C)C=C1 (tert-butyl 2-(4-(4-((3,4-dichlorophenyl)carbamoyl)phenoxy)-3-(methylsulfonamidomethyl)phenyl)acetate). The reagents and catalysts are CN(C)C=O (DMF). Solvent: C(Cl)Cl (methylene chloride). Procedure details: The product of step D (62 mg, 0.14 mmol) was diluted with methylene chloride (1 mL) followed by the addition of oxalyl dichloride (0.093 mL, 0.19 mmol) and 1 drop of DMF. The reaction was stirred for 30 minutes followed by the addition of 3,4-dichlorobenzenamine (46 mg, 0.28 mmol). The reaction was allowed to stir for 1 hour. The reaction mixture was loaded directly onto a 12i sim and purified on the horizon eluting with methylene chloride:MeOH (99.5-0.5 to 95:5) to yield 30 mg of tert-butyl 2-(... RXN SMILES: [C:1]([O:5][C:6](=[O:30])[CH2:7][C:8]1[CH:23]=[CH:22][C:11]([O:12][C:13]2[CH:21]=[CH:20][C:16]([C:17]([OH:19])=O)=[CH:15][CH:14]=2)=[C:10]([CH2:24][NH:25][S:26]([CH3:29])(=[O:28])=[O:27])[CH:9]=1)([CH3:4])([CH3:3])[CH3:2].C(Cl)(=O)C(Cl)=O.[Cl:37][C:38]1[CH:39]=[C:40]([NH2:45])[CH:41]=[CH:42][C:43]=1[Cl:44]>C(Cl)Cl.CN(C=O)C>[Cl:37][C:38]1[CH:39]=[C:40]([NH:45][C:17]([C:16]2[CH:15]=[CH:14][C:13]([O:12][C:11]3[CH:22]=[CH:23][C:8]([CH2:7][C:6]([O:5][C:1]([CH3:4])([CH3:2])[CH3:3])=[O:30])=[CH:9][C:10]=3[CH2:24][NH:25][S:26]([CH3:29])(=[O:27])=[O:28])=[CH:21][CH:20]=2)=[O:19])[CH:41]=[CH:42][C:43]=1[Cl:44]. Run at time 30 minute. Yield: 37.0%.